From a dataset of the Open Reaction Database (ORD), a public repository of structured organic reaction records. describe an organic reaction: reactants, conditions, products, and yield The reactants are C1CCOC1, CC(C)[Si](C(C)C)(C(C)C)n1ccc(CN2CCOCC2)c1. The product is c1cc(CN2CCOCC2)c[nH]1. As a reaction SMILES: [CH2:23]1[O:24][CH2:25][CH2:26][CH2:27]1.[CH:1]([Si:2]([CH:3]([CH3:4])[CH3:17])([n:5]1[cH:6][c:7]([CH2:10][N:11]2[CH2:12][CH2:13][O:14][CH2:15][CH2:16]2)[cH:8][cH:9]1)[CH:18]([CH3:19])[CH3:20])([CH3:21])[CH3:22]>>[nH:5]1[cH:6][c:7]([CH2:10][N:11]2[CH2:12][CH2:13][O:14][CH2:15][CH2:16]2)[cH:8][cH:9]1.